This data is from the Open Reaction Database (ORD), a public repository of structured organic reaction records. The task is: describe an organic reaction: reactants, conditions, products, and yield Reactants: CC1=C(C=CC(=C1)[N+](=O)[O-])N=C1SCC(N1)(C)C (2-(2-methyl-4-nitrophenylimino)-4,4-dimethyl-1,3-thiazolidine), CC(CBr)=C (2-methylprop-2-en-1-yl bromide). Run in C1(=CC=CC=C1)C (toluene). Run at time 3 hour. Yields the product CC1=C(C=CC(=C1)[N+](=O)[O-])N=C1SCC(N1)(C)C (2-(2-methyl-4-nitrophenylimino)-4,4-dimethyl-1,3-thiazolidine), Br.CC1=C(C=CC(=C1)[N+](=O)[O-])N=C1SCC(N1CC(=C)C)(C)C (2-(2-methyl-4-nitrophenylimino)-3-(2-methyl-prop-2-enyl)-4,4-dimethyl-1,3-thiazolidine HBr salt). Yield: 379.7%. Reaction SMILES: [CH3:1][C:2]1[CH:7]=[C:6]([N+:8]([O-:10])=[O:9])[CH:5]=[CH:4][C:3]=1[N:11]=[C:12]1[NH:16][C:15]([CH3:18])([CH3:17])[CH2:14][S:13]1.[CH3:19][C:20](=[CH2:23])[CH2:21][Br:22]>C1(C)C=CC=CC=1>[CH3:1][C:2]1[CH:7]=[C:6]([N+:8]([O-:10])=[O:9])[CH:5]=[CH:4][C:3]=1[N:11]=[C:12]1[NH:16][C:15]([CH3:18])([CH3:17])[CH2:14][S:13]1.[BrH:22].[CH3:1][C:2]1[CH:7]=[C:6]([N+:8]([O-:10])=[O:9])[CH:5]=[CH:4][C:3]=1[N:11]=[C:12]1[N:16]([CH2:21][C:20]([CH3:23])=[CH2:19])[C:15]([CH3:18])([CH3:17])[CH2:14][S:13]1 |f:4.5|. Procedure details: 2-(2-methyl-4-nitrophenylimino)-4,4-dimethyl-1,3-thiazolidine was prepared in a manner analogous to that described in Method C1a. To a suspension of 2-(2-methyl-4-nitrophenylimino)-4,4-dimethyl-1,3-thiazolidine (1.5 mmol) in toluene (10 mL) was added 2-methylprop-2-en-1-yl bromide (4.5 mmol) and the reaction mixture was heated at the reflux temp. for 3 h at which time the reaction was judged complete by TLC. The resulting precipitate was filtered at 50 ° C. The collected solids were washed with ...